Dataset: the Open Reaction Database (ORD), a public repository of structured organic reaction records. Task: describe an organic reaction: reactants, conditions, products, and yield Starting materials: O.NC1=CC(=C(C(=O)N[C@@H]2[C@@H](CN(CC2)CCCOC2=CC=C(C=C2)F)OC)C=C1Cl)OC (cis-4-amino-5-chloro-N-[1-[3-(4-fluorophenoxy)propyl]-3-methoxy-4-piperidinyl]-2-methoxybenzamide monohydrate), O (water). Solvent: CC1=CC=CC=C1 (methylbenzene). Run at time 1.5 hour. Product: 23.1, NC1=CC(=C(C(=O)N[C@@H]2[C@@H](CN(CC2)CCCOC2=CC=C(C=C2)F)OC)C=C1Cl)OC (cis-4-amino-5-chloro-N-[1-[3-(4-fluorophenoxy)propyl]-3-methoxy-4-piperidinyl]-2-methoxybenzamide). As a reaction SMILES: O.[NH2:2][C:3]1[C:30]([Cl:31])=[CH:29][C:6]([C:7]([NH:9][C@H:10]2[CH2:15][CH2:14][N:13]([CH2:16][CH2:17][CH2:18][O:19][C:20]3[CH:25]=[CH:24][C:23]([F:26])=[CH:22][CH:21]=3)[CH2:12][C@H:11]2[O:27][CH3:28])=[O:8])=[C:5]([O:32][CH3:33])[CH:4]=1.O>CC1C=CC=CC=1>[NH2:2][C:3]1[C:30]([Cl:31])=[CH:29][C:6]([C:7]([NH:9][C@H:10]2[CH2:15][CH2:14][N:13]([CH2:16][CH2:17][CH2:18][O:19][C:20]3[CH:21]=[CH:22][C:23]([F:26])=[CH:24][CH:25]=3)[CH2:12][C@H:11]2[O:27][CH3:28])=[O:8])=[C:5]([O:32][CH3:33])[CH:4]=1 |f:0.1|. Procedure: 30 Parts of cis-4-amino-5-chloro-N-[1-[3-(4-fluorophenoxy)propyl]-3-methoxy-4-piperidinyl]-2-methoxybenzamide monohydrate were dissolved in 280 parts of methylbenzene at reflux temperature and the solution was stirred and refluxed for 2 hours using a water-separator. 180 Parts of methylbenzene were distilled off. The residue was allowed to cool overnight while stirring. The solid product was filtered off and boiled for 1.50 hours in heptane. The product was filtered off and dried, yielding 23.1 ... Starting materials: CCOC(=O)Cn1nc(C(C)(C)C)cc1NC(=O)Oc1ccccc1, C1CCOC1, COCCOc1cc2ncnc(Oc3cccc(N)c3)c2cc1OC, CCN(C(C)C)C(C)C. Product: CCOC(=O)Cn1nc(C(C)(C)C)cc1NC(=O)Nc1cccc(Oc2ncnc3cc(OCCOC)c(OC)cc23)c1. RXN SMILES: [C:1]([CH3:2])([CH3:3])([CH3:4])[c:5]1[n:6][n:7]([CH2:20][C:21](=[O:22])[O:23][CH2:24][CH3:25])[c:8]([NH:10][C:11]([O:13][c:12]2[cH:14][cH:15][cH:16][cH:17][cH:18]2)=[O:19])[cH:9]1.[CH2:60]1[O:61][CH2:62][CH2:63][CH2:64]1.[CH3:26][O:27][c:28]1[cH:29][c:30]2[c:31]([O:43][c:44]3[cH:45][c:46]([NH2:47])[cH:48][cH:49][cH:50]3)[n:32][cH:33][n:34][c:35]2[cH:36][c:37]1[O:38][CH2:39][CH2:40][O:41][CH3:42].[CH:51]([N:52]([CH2:53][CH3:54])[CH:55]([CH3:56])[CH3:57])([CH3:58])[CH3:59]>>[C:1]([CH3:2])([CH3:3])([CH3:4])[c:5]1[n:6][n:7]([CH2:20][C:21](=[O:22])[O:23][CH2:24][CH3:25])[c:8]([NH:10][C:11](=[O:13])[NH:47][c:46]2[cH:45][c:44]([O:43][c:31]3[c:30]4[cH:29][c:28]([O:27][CH3:26])[c:37]([O:38][CH2:39][CH2:40][O:41][CH3:42])[cH:36][c:35]4[n:34][cH:33][n:32]3)[cH:50][cH:49][cH:48]2)[cH:9]1. The reactants are COC=1C=C(C=C(C1)OC(F)(F)F)C1=CC(=NN1C=1C=NC=CC1)C(=O)O (5-(3-Methoxy-5-trifluoromethoxyphenyl)-1-(pyridin-3-yl)-1H-pyrazole-3-carboxylic acid), ClC=1C=C(C=C(C1)F)C1=CC(=NN1C=1C=NC=CC1)C(=O)N1CC(NCC1)=O (4-{[5-(3-Chloro-5-fluorophenyl)-1-(pyridin-3-yl)-1H-pyrazol-3-yl]carbonyl}piperazin-2-one), O=C1NCCNC1 (2-oxopiperazine). The product is COC=1C=C(C=C(C1)OC(F)(F)F)C1=CC(=NN1C=1C=NC=CC1)C(=O)N1CC(NCC1)=O (4-({5-[3-Methoxy-5-(trifluoromethoxy)phenyl]-1-(pyridin-3-yl)-1H-pyrazol-3-yl}carbonyl)piperazin-2-one). As a reaction SMILES: [CH3:1][O:2][C:3]1[CH:4]=[C:5]([C:14]2[N:18]([C:19]3[CH:20]=[N:21][CH:22]=[CH:23][CH:24]=3)[N:17]=[C:16]([C:25]([OH:27])=O)[CH:15]=2)[CH:6]=[C:7]([O:9][C:10]([F:13])([F:12])[F:11])[CH:8]=1.ClC1C=C(C2N(C3C=NC=CC=3)N=C(C([N:49]3[CH2:54][CH2:53][NH:52][C:51](=[O:55])[CH2:50]3)=O)C=2)C=C(F)C=1.O=C1CNCCN1>>[CH3:1][O:2][C:3]1[CH:4]=[C:5]([C:14]2[N:18]([C:19]3[CH:20]=[N:21][CH:22]=[CH:23][CH:24]=3)[N:17]=[C:16]([C:25]([N:49]3[CH2:54][CH2:53][NH:52][C:51](=[O:55])[CH2:50]3)=[O:27])[CH:15]=2)[CH:6]=[C:7]([O:9][C:10]([F:13])([F:11])[F:12])[CH:8]=1. Procedure: 50 mg (0.13 mmol) of the compound of Example 56A is reacted analogously to the synthesis of the compound of Example 4 with 14 mg (0.14 mmol) of 2-oxopiperazine. 54 mg (89% of theory) of the title compound is obtained.